This data is from the Open Reaction Database (ORD), a public repository of structured organic reaction records. The task is: describe an organic reaction: reactants, conditions, products, and yield Reactants: CCO, CC#CC(=O)OC, NCC(O)CO. Product: COC(=O)C=C(C)NCC(O)CO. Reaction SMILES: [CH3:14][CH2:15][OH:16].[CH3:1][O:2][C:3]([C:4]#[C:5][CH3:6])=[O:7].[OH:8][CH:9]([CH2:10][NH2:11])[CH2:12][OH:13]>>[CH3:1][O:2][C:3]([CH:4]=[C:5]([CH3:6])[NH:11][CH2:10][CH:9]([OH:8])[CH2:12][OH:13])=[O:7]. Starting materials: O=C([O-])[O-], CN(C)C=O, Cc1ccc2c(C(=O)C(F)(F)F)c[nH]c2c1, CC(C)I, [K+], [K+]. The product is Cc1ccc2c(C(=O)C(F)(F)F)cn(C(C)C)c2c1. RXN SMILES: [C:17](=[O:18])([O-:19])[O-:20].[CH3:27][N:28]([CH3:29])[CH:30]=[O:31].[F:1][C:2]([C:3](=[O:4])[c:5]1[cH:6][nH:7][c:8]2[cH:9][c:10]([CH3:14])[cH:11][cH:12][c:13]12)([F:15])[F:16].[I:23][CH:24]([CH3:25])[CH3:26].[K+:21].[K+:22]>>[F:1][C:2]([C:3](=[O:4])[c:5]1[cH:6][n:7]([CH:24]([CH3:25])[CH3:26])[c:8]2[cH:9][c:10]([CH3:14])[cH:11][cH:12][c:13]12)([F:15])[F:16].